Dataset: the Open Reaction Database (ORD), a public repository of structured organic reaction records. Task: describe an organic reaction: reactants, conditions, products, and yield Reactants: B.C1CCOC1 (BH3.THF), OC1=C(C(=O)O)C=CC=N1 (2-Hydroxynicotinic acid), CO (MeOH). The solvent is C1CCOC1 (THF). Run at temperature 80 celsius. Product: OCC=1C(=NC=CC1)O (3-hydroxymethyl-pyridin-2-ol). Isolated yield 28.6%. As a reaction SMILES: [OH:1][C:2]1[N:10]=[CH:9][CH:8]=[CH:7][C:3]=1[C:4](O)=[O:5].B.C1COCC1.CO>C1COCC1>[OH:5][CH2:4][C:3]1[C:2]([OH:1])=[N:10][CH:9]=[CH:8][CH:7]=1 |f:1.2|. Reported procedure: To a suspension of 2-Hydroxynicotinic acid (1.01 g, 7.26 mmol) in THF (2 mL) was added BH3.THF (1.0 m in THF, 18 mL, 18 mmol) and the mixture was heated to 80° C. for 18 hours. MeOH (2 mL) was added and the mixture was heated to 80° C. for an additional 2 hours before being cooled to room temperature and concentrated under reduced pressure. The resultant crude syrup was repeatedly dissolved in MeOH (5 mL) and concentrated (3×). Purification by column chromatography on silica gel (20:1—CH2Cl2: Me... Starting materials: CC[SiH](CC)CC, ClCCl, CSc1ccc(OC(F)(F)C(NC(CSC(c2ccccc2)(c2ccccc2)c2ccccc2)C(=O)O)c2ccc(F)cc2)cc1, O=C(O)C(F)(F)F. Yields the product CSc1ccc(OC(F)(F)C(NC(CS)C(=O)O)c2ccc(F)cc2)cc1. As a reaction SMILES: [CH2:54]([SiH:55]([CH2:56][CH3:57])[CH2:58][CH3:59])[CH3:60].[Cl:61][CH2:62][Cl:63].[F:1][C:2]([CH:3]([c:4]1[cH:5][cH:6][c:7]([F:10])[cH:8][cH:9]1)[NH:11][CH:12]([C:13](=[O:14])[OH:15])[CH2:16][S:17][C:18]([c:19]1[cH:20][cH:21][cH:22][cH:23][cH:24]1)([c:25]1[cH:26][cH:27][cH:28][cH:29][cH:30]1)[c:31]1[cH:32][cH:33][cH:34][cH:35][cH:36]1)([O:37][c:38]1[cH:39][cH:40][c:41]([S:44][CH3:45])[cH:42][cH:43]1)[F:46].[F:47][C:48]([F:49])([F:50])[C:51]([OH:52])=[O:53]>>[F:1][C:2]([CH:3]([c:4]1[cH:5][cH:6][c:7]([F:10])[cH:8][cH:9]1)[NH:11][CH:12]([C:13](=[O:14])[OH:15])[CH2:16][SH:17])([O:37][c:38]1[cH:39][cH:40][c:41]([S:44][CH3:45])[cH:42][cH:43]1)[F:46]. Starting materials: COC(C1=CN=C(C=C1)NC(C(CC1CCCC1)N1N=CC(=CC1=O)OC1=C(C=CC=C1)C1CCCC1)=O)=O (6-{3-cyclopentyl-2-[4-(2-cyclopentyl-phenoxy)-6-oxo-6H-pyridazin-1-yl]-propionylamino}-nicotinic acid methyl ester), [OH-].[Li+] (lithium hydroxide), CO (methanol). The solvent is O1CCCC1 (tetrahydrofuran). Conditions: temperature 25 celsius, time 5 hour. The product is C1(CCCC1)CC(C(=O)NC1=NC=C(C(=O)O)C=C1)N1N=CC(=CC1=O)OC1=C(C=CC=C1)C1CCCC1 (6-{3-cyclopentyl-2-[4-(2-cyclopentyl-phenoxy)-6-oxo-6H-pyridazin-1-yl]-propionylamino}-nicotinic acid). Yield: 30.6%. As a reaction SMILES: C[O:2][C:3](=[O:39])[C:4]1[CH:9]=[CH:8][C:7]([NH:10][C:11](=[O:38])[CH:12]([N:19]2[C:24](=[O:25])[CH:23]=[C:22]([O:26][C:27]3[CH:32]=[CH:31][CH:30]=[CH:29][C:28]=3[CH:33]3[CH2:37][CH2:36][CH2:35][CH2:34]3)[CH:21]=[N:20]2)[CH2:13][CH:14]2[CH2:18][CH2:17][CH2:16][CH2:15]2)=[N:6][CH:5]=1.[OH-].[Li+].CO>O1CCCC1>[CH:14]1([CH2:13][CH:12]([N:19]2[C:24](=[O:25])[CH:23]=[C:22]([O:26][C:27]3[CH:32]=[CH:31][CH:30]=[CH:29][C:28]=3[CH:33]3[CH2:34][CH2:35][CH2:36][CH2:37]3)[CH:21]=[N:20]2)[C:11]([NH:10][C:7]2[CH:8]=[CH:9][C:4]([C:3]([OH:39])=[O:2])=[CH:5][N:6]=2)=[O:38])[CH2:18][CH2:17][CH2:16][CH2:15]1 |f:1.2|. Procedure details: A solution of 6-{3-cyclopentyl-2-[4-(2-cyclopentyl-phenoxy)-6-oxo-6H-pyridazin-1-yl]-propionylamino}-nicotinic acid methyl ester (Example 66, 130 mg, 0.24 mmol) in tetrahydrofuran (5.0 mL) at 25° C. was treated with a 0.5N aqueous lithium hydroxide solution (1.0 mL) and methanol (1.0 mL). The resulting solution was stirred at 25° C. for 5 h. After this time, the solution was concentrated in vacuo. The residue was treated with a 1N aqueous hydrochloric acid solution (0.6 mL). The mixture was extr... The reactants are ClC=1C=CC(=C(C1)S(=O)(=O)Cl)C (5-chloro-2-methylbenzenesulfonyl chloride), N (ammonia). The solvent is O1CCCC1 (tetrahydrofuran). Product: ClC=1C=CC(=C(C1)S(=O)(=O)N)C (5-Chloro-2-methylbenzenesulfonamide). Isolated yield 70.3%. RXN SMILES: [Cl:1][C:2]1[CH:3]=[CH:4][C:5]([CH3:12])=[C:6]([S:8](Cl)(=[O:10])=[O:9])[CH:7]=1.[NH3:13]>O1CCCC1>[Cl:1][C:2]1[CH:3]=[CH:4][C:5]([CH3:12])=[C:6]([S:8]([NH2:13])(=[O:10])=[O:9])[CH:7]=1. Procedure: A solution of 3810.5 g of 5-chloro-2-methylbenzenesulfonyl chloride in 10.8 L of tetrahydrofuran was cooled to 0°-5° C. and 720 g of anhydrous ammonia was added while maintaining the temperature at 0°-5° C. When addition was complete, the suspension was stirred several hours at 0°-5° C., then allowed to warm to ambient temperature overnight. The precipitated ammonium chloride was filtered and washed with tetrahydrofuran. The filtrate was concentrated in vacuo until solids were formed. The solids... Reactants: ClC1=NC=CC(=C1)I (2-chloro-4-iodopyridine), C1(=C(C=CC=C1)C1=CC=C(C=C1)B(O)O)C (p-tolylphenylboronic acid), C([O-])([O-])=O.[Na+].[Na+] (sodium carbonate), COCCOC (DME). Reagents/catalysts: C=1C=CC(=CC1)[P](C=2C=CC=CC2)(C=3C=CC=CC3)[Pd]([P](C=4C=CC=CC4)(C=5C=CC=CC5)C=6C=CC=CC6)([P](C=7C=CC=CC7)(C=8C=CC=CC8)C=9C=CC=CC9)[P](C=1C=CC=CC1)(C=1C=CC=CC1)C=1C=CC=CC1 (Pd(Ph3P)4). Solvent: O (water). Product: ClC1=NC=CC(=C1)C1=CC=C(C=C1)C (2-chloro-4-(p-tolyl)pyridine). The yield is 44.0%. Reaction SMILES: [Cl:1][C:2]1[CH:7]=[C:6](I)[CH:5]=[CH:4][N:3]=1.[C:9]1([CH3:24])[CH:14]=[CH:13][CH:12]=[CH:11][C:10]=1C1C=CC(B(O)O)=CC=1.C(=O)([O-])[O-].[Na+].[Na+].COCCOC>C1C=CC([P]([Pd]([P](C2C=CC=CC=2)(C2C=CC=CC=2)C2C=CC=CC=2)([P](C2C=CC=CC=2)(C2C=CC=CC=2)C2C=CC=CC=2)[P](C2C=CC=CC=2)(C2C=CC=CC=2)C2C=CC=CC=2)(C2C=CC=CC=2)C2C=CC=CC=2)=CC=1.O>[Cl:1][C:2]1[CH:7]=[C:6]([C:12]2[CH:13]=[CH:14][C:9]([CH3:24])=[CH:10][CH:11]=2)[CH:5]=[CH:4][N:3]=1 |f:2.3.4,^1:40,42,61,80|. Reported procedure: A mixture of 2-chloro-4-iodopyridine (10.0 g, 41.8 mmol), p-tolylphenylboronic acid (5.68 g, 41.8 mmol), Pd(Ph3P)4 (1.45 g 1.25 mmol), sodium carbonate (13.3 g, 125 mmol), DME (300 mL) and water (75 mL) was degassed with nitrogen and then refluxed overnight. The mixture was concentrated and the extracted with ethyl acetate. The the ethyl acetate layer was dried on Na2SO4, vacuum distilled and recrystalized to give 2-chloro-4-(p-tolyl)pyridine (3.75 g, 18.4 mmol, 44% yield). The reactants are N1=CC=NC=2SC3=C(NC21)C=C(C=C3)CNC(=S)N (N-(10H-pyrazino[2,3-b][1,4]benzothiazin-8-ylmethyl)thiourea), CN(C=O)C (N,N-dimethylformamide), CI (methyl iodide), C([O-])([O-])=O.[K+].[K+] (potassium carbonate). The solvent is CC(=O)C (acetone), C(C)(=O)OCC (ethyl acetate). Conditions: time 0.5 hour. Product: N1=CC=NC=2SC3=C(NC21)C=C(C=C3)CNC(SC)=N (N-(10H-Pyrazino[2,3-b][1,4]benzothiazin-8-ylmethyl)-S-methylisothiourea). RXN SMILES: [N:1]1[C:10]2[NH:9][C:8]3[CH:11]=[C:12]([CH2:15][NH:16][C:17]([NH2:19])=[S:18])[CH:13]=[CH:14][C:7]=3[S:6][C:5]=2[N:4]=[CH:3][CH:2]=1.[CH3:20]N(C)C=O.CI.C(=O)([O-])[O-].[K+].[K+]>CC(C)=O.C(OCC)(=O)C>[N:1]1[C:10]2[NH:9][C:8]3[CH:11]=[C:12]([CH2:15][NH:16][C:17](=[NH:19])[S:18][CH3:20])[CH:13]=[CH:14][C:7]=3[S:6][C:5]=2[N:4]=[CH:3][CH:2]=1 |f:3.4.5|. Procedure details: To a solution of 1.0 g of N-(10H-pyrazino[2,3-b][1,4]benzothiazin-8-ylmethyl)thiourea in acetone (10 ml)/N,N-dimethylformamide (10 ml) was added 1.0 ml of methyl iodide and the resulting mixture was stirred at room temperature for 0.5 hour. Next, the reaction mixture was distributed into an aqueous solution of potassium carbonate and ethyl acetate. The organic layer was extracted and washed with water. After distilling off the solvent under reduced pressure, the crystals thus precipitated were t...